From a dataset of the Open Reaction Database (ORD), a public repository of structured organic reaction records. describe an organic reaction: reactants, conditions, products, and yield Starting materials: CC1=CC=C(C=C1)C=1C=CC2=C(C=C(CCC2)C(=O)NC2=C(C=C(C=C2)N2CCCCC2)C)C1 (2-(4-methylphenyl)-N-(4-piperidino-methylphenyl)-6,7-dihydro-5H-benzocycloheptene-8-carboxamide), CI (methyl iodide), CN(C=O)C (dimethylformamide). The product is [I-].CC1=CC=C(C=C1)C=1C=CC2=C(C=C(CCC2)C(=O)NC2=CC=C(C[N+]3(CCCCC3)C)C=C2)C1 (1-(N-(2-(4-methylphenyl)-6,7-dihydro-5H-benzocycloheptene-8-carbonyl)-4-aminobenzyl)-1-methylpiperidinium iodide). Reaction SMILES: [CH3:1][C:2]1[CH:7]=[CH:6][C:5]([C:8]2[CH:9]=[CH:10][C:11]3[CH2:17][CH2:16][CH2:15][C:14]([C:18]([NH:20][C:21]4[CH:26]=[CH:25][C:24](N5CCCCC5)=[CH:23][C:22]=4C)=[O:19])=[CH:13][C:12]=3[CH:34]=2)=[CH:4][CH:3]=1.C[I:36].[CH3:37][N:38]([CH3:41])[CH:39]=O>>[I-:36].[CH3:1][C:2]1[CH:3]=[CH:4][C:5]([C:8]2[CH:9]=[CH:10][C:11]3[CH2:17][CH2:16][CH2:15][C:14]([C:18]([NH:20][C:21]4[CH:22]=[CH:23][C:24]([CH2:37][N+:38]5([CH3:41])[CH2:4][CH2:3][CH2:2][CH2:1][CH2:39]5)=[CH:25][CH:26]=4)=[O:19])=[CH:13][C:12]=3[CH:34]=2)=[CH:6][CH:7]=1 |f:3.4|. Procedure details: A solution of 2-(4-methylphenyl)-N-(4-piperidino-methylphenyl)-6,7-dihydro-5H-benzocycloheptene-8-carboxamide (0.26g) and methyl iodide (0.15ml) in dimethylformamide (15ml) was stirred at room temperature over night. The solvent was evaporated, and to the residue was added ethyl acetate. Precipitated crude crystal was filtered, which were recrystallized from ethanol-ethyl acetate to give 1-(N-(2-(4-methylphenyl)-6,7-dihydro-5H-benzocycloheptene-8-carbonyl)-4-aminobenzyl)-1-methylpiperidinium iod... Starting materials: CCOC(=O)c1cnc2cc(N)ccc2c1, CCN(C(C)C)C(C)C, ClCCCl, O=C(O)c1ccccc1-c1ccc(C(F)(F)F)cn1, O=S(Cl)Cl. Yields the product CCOC(=O)c1cnc2cc(NC(=O)c3ccccc3-c3ccc(C(F)(F)F)cn3)ccc2c1. RXN SMILES: [CH2:20]([CH3:21])[O:22][C:23](=[O:24])[c:25]1[cH:26][n:27][c:28]2[cH:29][c:30]([NH2:35])[cH:31][cH:32][c:33]2[cH:34]1.[CH:36]([N:37]([CH:38]([CH3:39])[CH3:40])[CH2:41][CH3:42])([CH3:43])[CH3:44].[Cl:49][CH2:50][CH2:51][Cl:52].[F:1][C:2]([c:3]1[cH:4][cH:5][c:6](-[c:9]2[c:10]([C:11](=[O:12])[OH:13])[cH:14][cH:15][cH:16][cH:17]2)[n:7][cH:8]1)([F:18])[F:19].[S:45]([Cl:46])([Cl:47])=[O:48]>>[F:1][C:2]([c:3]1[cH:4][cH:5][c:6](-[c:9]2[c:10]([C:11](=[O:13])[NH:35][c:30]3[cH:29][c:28]4[n:27][cH:26][c:25]([C:23]([O:22][CH2:20][CH3:21])=[O:24])[cH:34][c:33]4[cH:32][cH:31]3)[cH:14][cH:15][cH:16][cH:17]2)[n:7][cH:8]1)([F:18])[F:19]. The reactants are CCOC(=O)/N=N/C(=O)OCC (DEAD), COC1=NC=C(C=C1)O (2-methoxy-5-hydroxypyridine), COC1=CC=C(CO)C=C1 (4-methoxybenzyl alcohol), C1=CC=C(C=C1)P(C2=CC=CC=C2)C3=CC=CC=C3 (PPh3). Run in C1CCOC1 (THF). Product: COC1=NC=C(C=C1)OCC1=CC=C(C=C1)OC (2-Methoxy-5-(4-methoxybenzyloxy)pyridine). Reaction SMILES: [CH3:1][O:2][C:3]1[CH:8]=[CH:7][C:6]([OH:9])=[CH:5][N:4]=1.[CH3:10][O:11][C:12]1[CH:19]=[CH:18][C:15]([CH2:16]O)=[CH:14][CH:13]=1.C1C=CC(P(C2C=CC=CC=2)C2C=CC=CC=2)=CC=1.CCOC(/N=N/C(OCC)=O)=O>C1COCC1>[CH3:1][O:2][C:3]1[CH:8]=[CH:7][C:6]([O:9][CH2:16][C:15]2[CH:18]=[CH:19][C:12]([O:11][CH3:10])=[CH:13][CH:14]=2)=[CH:5][N:4]=1. Procedure: According to Scheme 32 Method B: To a mixture of 2-methoxy-5-hydroxypyridine (2.87 mmol, 0.36 g), 4-methoxybenzyl alcohol (5.75 mmol, 0.72 mL) and PPh3 (5.29 mmol, 1.4 g) in THF (3.75 mL) cooled with an ice-water bath, was added dropwise DEAD (5.47 mmol, 0.86 ml). The resulting mixture was irradiated under microwave conditions at 90° C. for 30 minutes. The resulting reaction mixture was cooled, washed with a 1 N NaOH solution and extracted with AcOEt. The organic layer was separated, dried (Na2S... Starting materials: N#Cc1ccc(S(=O)(=O)Cl)cc1, C1CCOC1, ClCCl, O=C(O)C(F)(F)F, CC(=O)NCCNc1nc(-c2ccccc2)nc2[nH]c(COC3CCNCC3)cc12. Product: CC(=O)NCCNc1nc(-c2ccccc2)nc2[nH]c(C(OC3CCNCC3)S(=O)(=O)c3ccc(C#N)cc3)cc12. As a reaction SMILES: [C:41](#[N:42])[c:43]1[cH:44][cH:45][c:46]([S:49](=[O:50])(=[O:51])[Cl:52])[cH:47][cH:48]1.[CH2:53]1[O:54][CH2:55][CH2:56][CH2:57]1.[Cl:38][CH2:39][Cl:40].[F:1][C:2]([F:3])([F:4])[C:5]([OH:6])=[O:7].[c:8]1(-[c:14]2[n:15][c:16]([NH:31][CH2:32][CH2:33][NH:34][C:35]([CH3:36])=[O:37])[c:17]3[c:18]([n:19]2)[nH:20][c:21]([CH2:23][O:24][CH:25]2[CH2:26][CH2:27][NH:28][CH2:29][CH2:30]2)[cH:22]3)[cH:9][cH:10][cH:11][cH:12][cH:13]1>>[c:8]1(-[c:14]2[n:15][c:16]([NH:31][CH2:32][CH2:33][NH:34][C:35]([CH3:36])=[O:37])[c:17]3[c:18]([n:19]2)[nH:20][c:21]([CH:23]([O:24][CH:25]2[CH2:26][CH2:27][NH:28][CH2:29][CH2:30]2)[S:49]([c:46]2[cH:45][cH:44][c:43]([C:41]#[N:42])[cH:48][cH:47]2)(=[O:50])=[O:51])[cH:22]3)[cH:9][cH:10][cH:11][cH:12][cH:13]1. Reactants: [Al+3], C1CCOC1, Cl, [H-], [H-], [H-], [H-], [Li+], O=C(c1ccc(OCCN2CCCCC2)cc1)c1c(-c2c(F)cc(F)cc2F)ccc2cc(O)ccc12. Product: Cl, Oc1ccc2c(C(O)c3ccc(OCCN4CCCCC4)cc3)c(-c3c(F)cc(F)cc3F)ccc2c1. As a reaction SMILES: [Al+3:39].[CH2:45]1[O:46][CH2:47][CH2:48][CH2:49]1.[ClH:44].[H-:38].[H-:41].[H-:42].[H-:43].[Li+:40].[OH:1][c:2]1[cH:3][c:4]2[cH:5][cH:6][c:7](-[c:29]3[c:30]([F:37])[cH:31][c:32]([F:36])[cH:33][c:34]3[F:35])[c:8]([C:12](=[O:13])[c:14]3[cH:15][cH:16][c:17]([O:20][CH2:21][CH2:22][N:23]4[CH2:24][CH2:25][CH2:26][CH2:27][CH2:28]4)[cH:18][cH:19]3)[c:9]2[cH:10][cH:11]1>>[ClH:44].[OH:1][c:2]1[cH:3][c:4]2[cH:5][cH:6][c:7](-[c:29]3[c:30]([F:37])[cH:31][c:32]([F:36])[cH:33][c:34]3[F:35])[c:8]([CH:12]([OH:13])[c:14]3[cH:15][cH:16][c:17]([O:20][CH2:21][CH2:22][N:23]4[CH2:24][CH2:25][CH2:26][CH2:27][CH2:28]4)[cH:18][cH:19]3)[c:9]2[cH:10][cH:11]1. Reactants: ClC1=C(C=NC=C1)S(=O)(=O)N (4-chloropyridine-3- sulfonamide), C(C)N (ethylamine). The solvent is O (water). The product is C(C)NC1=C(C=NC=C1)S(=O)(=O)N (4-ETHYLAMINOPYRIDINE-3-SULFONAMIDE). RXN SMILES: Cl[C:2]1[CH:7]=[CH:6][N:5]=[CH:4][C:3]=1[S:8]([NH2:11])(=[O:10])=[O:9].[CH2:12]([NH2:14])[CH3:13]>O>[CH2:12]([NH:14][C:2]1[CH:7]=[CH:6][N:5]=[CH:4][C:3]=1[S:8]([NH2:11])(=[O:10])=[O:9])[CH3:13]. Procedure details: By carrying out the reaction as in Preparation 13, but starting from 2 g of 4-chloropyridine-3- sulfonamide and 20 cm3 of 70% ethylamine in water, the compound is obtained.